Dataset: the Open Reaction Database (ORD), a public repository of structured organic reaction records. Task: describe an organic reaction: reactants, conditions, products, and yield Starting materials: BrC1=C(C=CC=C1)\C=C(\C1=CC=CC=C1)/Br ((Z)-1-bromo-2-(2-bromo-2-phenylvinyl)benzene), COC1=CC=C(CN)C=C1 (p-methoxybenzyl amine), CC(C)(C)[O-].[Na+] (NaOtBu). Reagents/catalysts: C=1C=CC(=CC1)/C=C/C(=O)/C=C/C2=CC=CC=C2.C=1C=CC(=CC1)/C=C/C(=O)/C=C/C2=CC=CC=C2.C=1C=CC(=CC1)/C=C/C(=O)/C=C/C2=CC=CC=C2.[Pd].[Pd] (Pd2 dba3), CC1(C2=C(C(=CC=C2)P(C3=CC=CC=C3)C4=CC=CC=C4)OC5=C(C=CC=C51)P(C6=CC=CC=C6)C7=CC=CC=C7)C (Xantphos). Solvent: C1(=CC=CC=C1)C (toluene). Run at temperature 55 celsius, time 30 minute. Yields the product COC1=CC=C(CN2C(C3=CC=CC=C3C=C2C2=CC=CC=C2)=O)C=C1 (2-(4-methoxybenzyl)-3-phenylisoquinolin-1(2H)-one). The yield is 54.9%. Reaction SMILES: C[C:2]([O-:5])(C)C.[Na+].Br[C:8]1[CH:13]=[CH:12][CH:11]=[CH:10][C:9]=1/[CH:14]=[C:15](\Br)/[C:16]1[CH:21]=[CH:20][CH:19]=[CH:18][CH:17]=1.[CH3:23][O:24][C:25]1[CH:32]=[CH:31][C:28]([CH2:29][NH2:30])=[CH:27][CH:26]=1>C1(C)C=CC=CC=1.C1C=CC(/C=C/C(/C=C/C2C=CC=CC=2)=O)=CC=1.C1C=CC(/C=C/C(/C=C/C2C=CC=CC=2)=O)=CC=1.C1C=CC(/C=C/C(/C=C/C2C=CC=CC=2)=O)=CC=1.[Pd].[Pd].CC1(C)C2C(=C(P(C3C=CC=CC=3)C3C=CC=CC=3)C=CC=2)OC2C(P(C3C=CC=CC=3)C3C=CC=CC=3)=CC=CC1=2>[CH3:23][O:24][C:25]1[CH:32]=[CH:31][C:28]([CH2:29][N:30]2[C:15]([C:16]3[CH:21]=[CH:20][CH:19]=[CH:18][CH:17]=3)=[CH:14][C:9]3[C:8](=[CH:13][CH:12]=[CH:11][CH:10]=3)[C:2]2=[O:5])=[CH:27][CH:26]=1 |f:0.1,5.6.7.8.9|. Procedure details: NaOtBu (68.23 mg, 0.71 mmol, 3.0 eq.), Xantphos (6.8 mg, 0.012 mmol, 5 mol %), Pd2 dba3 (10.8 mg, 0.012 mmol, 5 mol %) are added to a flask dried under vacuum. The reagents are dissolved in toluene distilled with CaH2 under argon (0.8 ml). The red solution is degassed under argon with sonication for 30 seconds. A solution of (Z)-1-bromo-2-(2-bromo-2-phenylvinyl)benzene (80 mg, 0.24 mmol, 1.0 eq) and p-methoxybenzyl amine (114 mg, 0.83 mmol, 3.5 eq.) in toluene distilled with CaH2 under argon (0....